Task: describe an organic reaction: reactants, conditions, products, and yield. Dataset: the Open Reaction Database (ORD), a public repository of structured organic reaction records The reactants are CNC(=O)CS, CO, Cc1ccccc1, O=P(OCCOS(=O)(=O)c1ccc(Br)cc1)(N(CCCl)CCCl)N(CCCl)CCCl, [Na+], [OH-]. Yields the product CNC(=O)CSCCOP(=O)(N(CCCl)CCCl)N(CCCl)CCCl. As a reaction SMILES: [CH3:3][NH:4][C:5]([CH2:6][SH:7])=[O:8].[CH3:46][OH:47].[CH3:9][c:10]1[cH:11][cH:12][cH:13][cH:14][cH:15]1.[Cl:16][CH2:17][CH2:18][N:19]([P:20]([O:21][CH2:22][CH2:23][O:24][S:25]([c:26]1[cH:27][cH:28][c:29]([Br:30])[cH:31][cH:32]1)(=[O:33])=[O:34])(=[O:35])[N:36]([CH2:37][CH2:38][Cl:39])[CH2:40][CH2:41][Cl:42])[CH2:43][CH2:44][Cl:45].[Na+:2].[OH-:1]>>[CH3:3][NH:4][C:5]([CH2:6][S:7][CH2:23][CH2:22][O:21][P:20]([N:19]([CH2:18][CH2:17][Cl:16])[CH2:43][CH2:44][Cl:45])(=[O:35])[N:36]([CH2:37][CH2:38][Cl:39])[CH2:40][CH2:41][Cl:42])=[O:8]. The reactants are C(C)(C)(C)OC(=O)N(C(C1=C(C=CC(=C1)N1C(CCC1=O)C)C(=O)N1CCN(CC1)C1=NC=C(C=C1C)C)=O)C(=O)OC(C)(C)C (N,N-di-tert-butyloxycarbonyl-2-[4-(3,5-dimethylpyridin-2-yl)piperazine-1-carbonyl]-5-(2-methyl-5-oxopyrrolidin-1-yl)benzamide), N1CCOCC1 (morpholine). Product: CC=1C(=NC=C(C1)C)N1CCN(CC1)C(=O)C1=C(C=C(C=C1)N1C(CCC1C)=O)C(=O)N1CCOCC1 (1-[4-[4-(3,5-dimethylpyridin-2-yl)piperazine-1-carbonyl]-3-(morpholine-4-carbonyl)phenyl]-5-methylpyrrolidin-2-one). As a reaction SMILES: C(OC([N:8]([C:40](OC(C)(C)C)=O)[C:9](=[O:39])[C:10]1[CH:15]=[C:14]([N:16]2[C:20](=[O:21])[CH2:19][CH2:18][CH:17]2[CH3:22])[CH:13]=[CH:12][C:11]=1[C:23]([N:25]1[CH2:30][CH2:29][N:28]([C:31]2[C:36]([CH3:37])=[CH:35][C:34]([CH3:38])=[CH:33][N:32]=2)[CH2:27][CH2:26]1)=[O:24])=O)(C)(C)C.N1C[CH2:51][O:50][CH2:49][CH2:48]1>>[CH3:37][C:36]1[C:31]([N:28]2[CH2:27][CH2:26][N:25]([C:23]([C:11]3[CH:12]=[CH:13][C:14]([N:16]4[CH:17]([CH3:22])[CH2:18][CH2:19][C:20]4=[O:21])=[CH:15][C:10]=3[C:9]([N:8]3[CH2:48][CH2:49][O:50][CH2:51][CH2:40]3)=[O:39])=[O:24])[CH2:30][CH2:29]2)=[N:32][CH:33]=[C:34]([CH3:38])[CH:35]=1. Procedure: Using N,N-di-tert-butyloxycarbonyl-2-[4-(3,5-dimethylpyridin-2-yl)piperazine-1-carbonyl]-5-(2-methyl-5-oxopyrrolidin-1-yl)benzamide (70 mg) described in Example 837 and morpholine (39 μL) and by the reaction and treatment in the same manner as in Example 770, the title compound (18 mg) was obtained. Reactants: BrN1C(CCC1=O)=O (N-bromosuccinimide), BrN1C(CCC1=O)=O (N-bromosuccinimide), ice, BrC1S([C@H]2N(C(=C1C)C(=O)OC(C)(C)C)C(C2NC(CC2=CC=CC=C2)=O)=O)=O (t-butyl 2-bromo-3-methyl-7-phenylacetamido-3-cephem-4-carboxylate-1-oxide). Run in ClCCl (dichloromethane). Reaction conditions: time 1 hour. Product: BrC1S([C@H]2N(C(=C1CBr)C(=O)OC(C)(C)C)C(C2NC(CC2=CC=CC=C2)=O)=O)=O (t-butyl 2-bromo-3-bromomethyl-7-phenylacetamido-3-cephem-4-carboxylate-1-oxide). The yield is 26.2%. Reaction SMILES: [Br:1]N1C(=O)CCC1=O.[Br:9][CH:10]1[C:15]([CH3:16])=[C:14]([C:17]([O:19][C:20]([CH3:23])([CH3:22])[CH3:21])=[O:18])[N:13]2[C:24](=[O:36])[CH:25]([NH:26][C:27](=[O:35])[CH2:28][C:29]3[CH:34]=[CH:33][CH:32]=[CH:31][CH:30]=3)[C@H:12]2[S:11]1=[O:37]>ClCCl>[Br:9][CH:10]1[C:15]([CH2:16][Br:1])=[C:14]([C:17]([O:19][C:20]([CH3:23])([CH3:21])[CH3:22])=[O:18])[N:13]2[C:24](=[O:36])[CH:25]([NH:26][C:27](=[O:35])[CH2:28][C:29]3[CH:30]=[CH:31][CH:32]=[CH:33][CH:34]=3)[C@H:12]2[S:11]1=[O:37]. Procedure details: 3.05 g of N-bromosuccinimide were added portionwise over 1.75 hours to an ice-cold solution of 4.6 g of t-butyl 2-bromo-3-methyl-7-phenylacetamido-3-cephem-4-carboxylate-1-oxide in 350 ml of dichloromethane under the exposure to light of a tungsten lamp of 150 W. After the addition of N-bromosuccinimide was complete, the exposure was continued for one hour and the orange colored solution was evaporated to dryness under vacuo at low temperature. The residue was chromatographed over silica gel, us... Reactants: O=C([O-])[O-], C1COCCO1, CCOC(C)=O, [Cs+], [Cs+], Cn1ccc(I)cc1=O, O, CC(c1ccc(B2OC(C)(C)C(C)(C)O2)cc1)N1CCC(CCCO)(C(C)C)OC1=O, Cl[Pd]Cl, c1ccc(P(c2ccccc2)c2ccccc2)cc1, c1ccc(P(c2ccccc2)c2ccccc2)cc1. Product: CC(c1ccc(-c2ccn(C)c(=O)c2)cc1)N1CCC(CCCO)(C(C)C)OC1=O. RXN SMILES: [C:41](=[O:42])([O-:43])[O-:44].[CH2:53]1[O:54][CH2:55][CH2:56][O:57][CH2:58]1.[CH3:47][CH2:48][O:49][C:50]([CH3:51])=[O:52].[Cs+:45].[Cs+:46].[I:32][c:33]1[cH:34][c:35](=[O:40])[n:36]([CH3:39])[cH:37][cH:38]1.[OH2:100].[OH:1][CH2:2][CH2:3][CH2:4][C:5]1([CH:29]([CH3:30])[CH3:31])[CH2:6][CH2:7][N:8]([CH:12]([CH3:13])[c:14]2[cH:15][cH:16][c:17]([B:20]3[O:21][C:22]([CH3:23])([CH3:24])[C:25]([CH3:26])([CH3:27])[O:28]3)[cH:18][cH:19]2)[C:9](=[O:11])[O:10]1.[Pd:59]([Cl:60])[Cl:61].[c:62]1([P:63]([c:64]2[cH:65][cH:66][cH:67][cH:68][cH:69]2)[c:70]2[cH:71][cH:72][cH:73][cH:74][cH:75]2)[cH:76][cH:77][cH:78][cH:79][cH:80]1.[c:81]1([P:82]([c:83]2[cH:84][cH:85][cH:86][cH:87][cH:88]2)[c:89]2[cH:90][cH:91][cH:92][cH:93][cH:94]2)[cH:95][cH:96][cH:97][cH:98][cH:99]1>>[OH:1][CH2:2][CH2:3][CH2:4][C:5]1([CH:29]([CH3:30])[CH3:31])[CH2:6][CH2:7][N:8]([CH:12]([CH3:13])[c:14]2[cH:15][cH:16][c:17](-[c:33]3[cH:34][c:35](=[O:40])[n:36]([CH3:39])[cH:37][cH:38]3)[cH:18][cH:19]2)[C:9](=[O:11])[O:10]1. The reactants are CC(=O)O[BH-](OC(C)=O)OC(C)=O, O=C([O-])O, COc1cnc2ccc(=O)n(CC=O)c2c1, CC(=O)O, ClC(Cl)Cl, ClCCl, CC(C)(C)OC(=O)NC1CCNCC1, [Na+], [Na+]. The product is COc1cnc2ccc(=O)n(CCN3CCC(NC(=O)OC(C)(C)C)CC3)c2c1. As a reaction SMILES: [C:31]([O:32][BH-:33]([O:34][C:35](=[O:36])[CH3:37])[O:38][C:39](=[O:40])[CH3:41])(=[O:42])[CH3:43].[C:45](=[O:46])([O-:47])[OH:48].[CH3:1][O:2][c:3]1[cH:4][n:5][c:6]2[cH:7][cH:8][c:9](=[O:16])[n:10]([CH2:13][CH:14]=[O:15])[c:11]2[cH:12]1.[CH3:57][C:58](=[O:59])[OH:60].[CH:53]([Cl:54])([Cl:55])[Cl:56].[Cl:50][CH2:51][Cl:52].[NH:17]1[CH2:18][CH2:19][CH:20]([NH:23][C:24]([O:25][C:26]([CH3:27])([CH3:28])[CH3:29])=[O:30])[CH2:21][CH2:22]1.[Na+:44].[Na+:49]>>[CH3:1][O:2][c:3]1[cH:4][n:5][c:6]2[cH:7][cH:8][c:9](=[O:16])[n:10]([CH2:13][CH2:14][N:17]3[CH2:18][CH2:19][CH:20]([NH:23][C:24]([O:25][C:26]([CH3:27])([CH3:28])[CH3:29])=[O:30])[CH2:21][CH2:22]3)[c:11]2[cH:12]1. Starting materials: CO, [Na+], [OH-], COC(=O)c1ccc(-n2cncn2)cc1C(F)(F)F. The product is O=C(O)c1ccc(-n2cncn2)cc1C(F)(F)F. As a reaction SMILES: [CH3:22][OH:23].[Na+:21].[OH-:20].[n:1]1(-[c:6]2[cH:7][c:8]([C:16]([F:17])([F:18])[F:19])[c:9]([C:10](=[O:11])[O:12][CH3:13])[cH:14][cH:15]2)[n:2][cH:3][n:4][cH:5]1>>[n:1]1(-[c:6]2[cH:7][c:8]([C:16]([F:17])([F:18])[F:19])[c:9]([C:10](=[O:11])[OH:12])[cH:14][cH:15]2)[n:2][cH:3][n:4][cH:5]1. The reactants are C(C)OC1=CC2=C(N=C(S2)N)C=C1 (6-ethoxy-1,3-benzothiazol-2-amine), solution, Br (hydrobromic acid). Run in C(C)(=O)O (acetic acid), O (water), ClCCl (dichloromethane). Product: NC=1SC2=C(N1)C=CC(=C2)O (2-amino-1,3-benzothiazol-6-ol). Yield: 88.5%. As a reaction SMILES: C([O:3][C:4]1[CH:13]=[CH:12][C:7]2[N:8]=[C:9]([NH2:11])[S:10][C:6]=2[CH:5]=1)C.Br>C(O)(=O)C.O.ClCCl>[NH2:11][C:9]1[S:10][C:6]2[CH:5]=[C:4]([OH:3])[CH:13]=[CH:12][C:7]=2[N:8]=1. Procedure details: To a solution of 7 g of 6-ethoxy-1,3-benzothiazol-2-amine (commercial) in 65 cm3 of glacial acetic acid are added 130 cm3 of a 48% solution of hydrobromic acid in water. The solution is refluxed for about 20 hours. After concentrating to dryness under reduced pressure (13 kPa), the residue is taken up in 50 cm3 of water and the pH of the solution is brought to about 8 by addition of solid sodium hydrogen carbonate. The mixture is extracted with four times 250 cm3 of ethyl acetate and the combine... The reactants are COC(CCC1=CC(=CC=C1)CNCC1=CC=C(C=C1)C1=CC=CC=C1)=O (3-(3-{[(biphenyl-4-ylmethyl)-amino]-methyl}-phenyl)-propionic acid methyl ester), Cl.N1=C(C=CC=C1)S(=O)(=O)Cl (pyridine-2-sulfonyl chloride hydrochloride). Solvent: C(C)N(CC)CC (triethylamine). Yields the product COC(CCC1=CC(=CC=C1)CN(S(=O)(=O)C1=NC=CC=C1)CC1=CC=C(C=C1)C1=CC=CC=C1)=O (3-(3-{[Biphenyl-4-ylmethyl-(pyridine-2-sulfonyl)-amino]-methyl}-phenyl)-propionic acid methyl ester). Reaction SMILES: [CH3:1][O:2][C:3](=[O:27])[CH2:4][CH2:5][C:6]1[CH:11]=[CH:10][CH:9]=[C:8]([CH2:12][NH:13][CH2:14][C:15]2[CH:20]=[CH:19][C:18]([C:21]3[CH:26]=[CH:25][CH:24]=[CH:23][CH:22]=3)=[CH:17][CH:16]=2)[CH:7]=1.Cl.[N:29]1[CH:34]=[CH:33][CH:32]=[CH:31][C:30]=1[S:35](Cl)(=[O:37])=[O:36]>C(N(CC)CC)C>[CH3:1][O:2][C:3](=[O:27])[CH2:4][CH2:5][C:6]1[CH:11]=[CH:10][CH:9]=[C:8]([CH2:12][N:13]([CH2:14][C:15]2[CH:16]=[CH:17][C:18]([C:21]3[CH:26]=[CH:25][CH:24]=[CH:23][CH:22]=3)=[CH:19][CH:20]=2)[S:35]([C:30]2[CH:31]=[CH:32][CH:33]=[CH:34][N:29]=2)(=[O:37])=[O:36])[CH:7]=1 |f:1.2|. Reported procedure: The title compound of Step B was prepared following the method described in Step B of Example 1 from 3-(3-{[(biphenyl-4-ylmethyl)-amino]-methyl}-phenyl)-propionic acid methyl ester, prepared in Step A of Example 12m and pyridine-2-sulfonyl chloride hydrochloride, of Preparation 47, using triethylamine in place of N,N-diisopropylethylamine. 1H NMR (400 MHz, CDCl3) δ 8.65 (d, 1H), 7.95 (d, 1H), 7.83 (m, 1H), 7.51 (dd, 2H), 7.45-7.29 (m, 6H), 7.16-7.10 (m, 3H), 7.08-6.90 (m, 3H), 4.50 (s, 2H), 4.48... The reactants are [N+](=O)([O-])[O-].[Na+] (sodium nitrate), NC1=C(C=CC(=C1)C(F)(F)F)NC1=CC=C(OC(C(=O)OCC)CC)C=C1 (ethyl 2-(4-(2-amino-4-(trifluoromethyl)phenylamino)phenoxy)butyrate). Run in O (water), Cl (hydrochloric acid), O (water). Reaction conditions: time 2 day. Yields the product FC(C1=CC2=C(N(N=N2)C2=CC=C(OC(C(=O)OCC)CC)C=C2)C=C1)(F)F (Ethyl 2-(4-(5-(trifluoromethyl)benzotriazol-1-yl)phenoxy)-butanoate). RXN SMILES: [N+:1]([O-])([O-])=O.[Na+].[NH2:6][C:7]1[CH:12]=[C:11]([C:13]([F:16])([F:15])[F:14])[CH:10]=[CH:9][C:8]=1[NH:17][C:18]1[CH:32]=[CH:31][C:21]([O:22][CH:23]([CH2:29][CH3:30])[C:24]([O:26][CH2:27][CH3:28])=[O:25])=[CH:20][CH:19]=1>O.Cl>[F:14][C:13]([F:16])([F:15])[C:11]1[CH:10]=[CH:9][C:8]2[N:17]([C:18]3[CH:19]=[CH:20][C:21]([O:22][CH:23]([CH2:29][CH3:30])[C:24]([O:26][CH2:27][CH3:28])=[O:25])=[CH:31][CH:32]=3)[N:1]=[N:6][C:7]=2[CH:12]=1 |f:0.1|. Reported procedure: A solution of 2.1 g of sodium nitrate in 10 ml of water was added drop-by-drop to a stirred solution of 5.0 g of 3B in 150 ml of 12% hydrochloric acid at 5° C. The resulting mixture was stirred at room temperature for 2 days, diluted with 100 ml of water and extracted with ether. The ether was evaporated from the extract and the residue was chromatographed over silica gel, using as eluent a 20/4/1 v/v/v mixture of hexane, ethyl acetate and tetrahydrofuran, to give 3, as a reddish syrupy liquid.